This data is from the Open Reaction Database (ORD), a public repository of structured organic reaction records. The task is: describe an organic reaction: reactants, conditions, products, and yield Starting materials: [N+](=O)([O-])C1=CC=CC=2C(C3=CC=CC=C3C(C12)=O)=O (1-Nitroanthraquinone), C1(CCCCC1)N (cyclohexylamine). Solvent: ClC1=C(C=CC=C1)Cl (o-dichlorobenzene). The product is C1(CCCCC1)NC1=CC=CC=2C(C3=CC=CC=C3C(C12)=O)=O (1-cyclohexylamino anthraquinone). RXN SMILES: [N+:1]([C:4]1[C:17]2[C:16](=[O:18])[C:15]3[C:10](=[CH:11][CH:12]=[CH:13][CH:14]=3)[C:9](=[O:19])[C:8]=2[CH:7]=[CH:6][CH:5]=1)([O-])=O.[CH:20]1(N)[CH2:25][CH2:24][CH2:23][CH2:22][CH2:21]1>ClC1C=CC=CC=1Cl>[CH:20]1([NH:1][C:4]2[C:17]3[C:16](=[O:18])[C:15]4[C:10](=[CH:11][CH:12]=[CH:13][CH:14]=4)[C:9](=[O:19])[C:8]=3[CH:7]=[CH:6][CH:5]=2)[CH2:25][CH2:24][CH2:23][CH2:22][CH2:21]1. Procedure: 1-Nitroanthraquinone is refluxed with an excess of cyclohexylamine in o-dichlorobenzene to yield 1-cyclohexylamino anthraquinone which is further brominated in aqueous pyridine to yield the corresponding 1-cyclohexylamino-4-bromoanthraquinone. This compound is further condensed with p-amino acetanilide to yield 1-cyclohexylamino-4-(p-acetaminoanilino)anthraquinone as a bright green pleochroic dye having an optical order parameter 0.7. Product: BrCC#CCN1C(N(C=C1)C)=O (1-(4-bromo-2-butynyl)-1,3-dihydro-3-methyl-2H-imidazol-2-one). Reactants: N#CBr (Cyanogen bromide), C(C)N(CC#CCN1C(N(C=C1)C)=O)CC (1-[4-(diethylamino)-2-butynyl]-1,3-dihydro-3-methyl-2H-imidazol-2-one). Reported procedure: Cyanogen bromide (6.0 g, 0.057 mol) was added to a stirred solution of 1-[4-(diethylamino)-2-butynyl]-1,3-dihydro-3-methyl-2H-imidazol-2-one in dioxane (130 mL). After evaporation of the dioxane, the residual oil was chromatographed on silica gel using chloroform: 1% methanol as the eluant to give 10.8 g of 1-(4-bromo-2-butynyl)-1,3-dihydro-3-methyl-2H-imidazol-2-one as an oil. Reaction SMILES: N#[C:2][Br:3].C(N(CC)C[C:8]#[C:9][CH2:10][N:11]1[CH:15]=[CH:14][N:13]([CH3:16])[C:12]1=[O:17])C>O1CCOCC1>[Br:3][CH2:2][C:8]#[C:9][CH2:10][N:11]1[CH:15]=[CH:14][N:13]([CH3:16])[C:12]1=[O:17]. Solvent: O1CCOCC1 (dioxane). Starting materials: O=C([O-])[O-], CCOCC, CCCC[N+](CCCC)(CCCC)CCCC, ClCCl, [I-], [K+], [K+], O=[N+]([O-])c1ccccc1CBr, CN(C)C=O, O, Oc1ccc2ncc3c(c2c1)CCCC3. The product is O=[N+]([O-])c1ccccc1COc1ccc2ncc3c(c2c1)CCCC3. Reaction SMILES: [C:27](=[O:28])([O-:29])[O-:30].[CH2:33]([O:34][CH2:35][CH3:36])[CH3:37].[CH2:39]([N+:40]([CH2:41][CH2:42][CH2:43][CH3:44])([CH2:45][CH2:46][CH2:47][CH3:48])[CH2:49][CH2:50][CH2:51][CH3:52])[CH2:53][CH2:54][CH3:55].[Cl:62][CH2:63][Cl:64].[I-:38].[K+:31].[K+:32].[N+:16](=[O:17])([O-:18])[c:19]1[c:20]([CH2:21][Br:22])[cH:23][cH:24][cH:25][cH:26]1.[O:56]=[CH:57][N:58]([CH3:59])[CH3:60].[OH2:61].[OH:1][c:2]1[cH:3][c:4]2[c:5]3[c:10]([cH:11][n:12][c:13]2[cH:14][cH:15]1)[CH2:9][CH2:8][CH2:7][CH2:6]3>>[O:1]([c:2]1[cH:3][c:4]2[c:5]3[c:10]([cH:11][n:12][c:13]2[cH:14][cH:15]1)[CH2:9][CH2:8][CH2:7][CH2:6]3)[CH2:21][c:20]1[c:19]([N+:16](=[O:17])[O-:18])[cH:26][cH:25][cH:24][cH:23]1.